This data is from the Open Reaction Database (ORD), a public repository of structured organic reaction records. The task is: describe an organic reaction: reactants, conditions, products, and yield The reactants are CCCCCCNc1ccc2c(c1)C(C)(C)CCC2(C)C, Cc1ccccc1, O=C(Cl)Cl, CCOC(=O)c1ccc(N)cc1. Product: CCCCCCN(C(=O)Nc1ccc(C(=O)OCC)cc1)c1ccc2c(c1)C(C)(C)CCC2(C)C. RXN SMILES: [CH2:1]([CH2:2][CH2:3][CH2:4][CH2:5][CH3:6])[NH:7][c:8]1[cH:9][c:10]2[c:15]([cH:16][cH:17]1)[C:14]([CH3:18])([CH3:19])[CH2:13][CH2:12][C:11]2([CH3:20])[CH3:21].[CH3:38][c:39]1[cH:40][cH:41][cH:42][cH:43][cH:44]1.[Cl:22][C:23]([Cl:24])=[O:25].[NH2:26][c:27]1[cH:28][cH:29][c:30]([C:31](=[O:32])[O:33][CH2:34][CH3:35])[cH:36][cH:37]1>>[CH2:1]([CH2:2][CH2:3][CH2:4][CH2:5][CH3:6])[N:7]([c:8]1[cH:9][c:10]2[c:15]([cH:16][cH:17]1)[C:14]([CH3:18])([CH3:19])[CH2:13][CH2:12][C:11]2([CH3:20])[CH3:21])[C:23](=[O:25])[NH:26][c:27]1[cH:28][cH:29][c:30]([C:31](=[O:32])[O:33][CH2:34][CH3:35])[cH:36][cH:37]1. Reactants: ClC=1C=CC=2N(N1)C(=CN2)CC=2C(=C1C=CC=NC1=CC2F)F (6-(6-Chloro-imidazo[1,2-b]pyridazin-3-ylmethyl)-5,7-difluoro-quinoline), C(C)(C)(C)OC(=O)N1CCC(CC1)N1N=CC(=C1)B1OC(C(O1)(C)C)(C)C (4-[4-(4,4,5,5-tetramethyl-[1,3,2]dioxaborolan-2-yl)-pyrazol-1-yl]-piperidine-1-carboxylic acid tert-butyl ester), CCOC(=O)C (EtOAc), C(=O)([O-])[O-].[Na+].[Na+] (Na2CO3). Reagents/catalysts: [Pd].C1(=CC=CC=C1)P(C1=CC=CC=C1)C1=CC=CC=C1.C1(=CC=CC=C1)P(C1=CC=CC=C1)C1=CC=CC=C1.C1(=CC=CC=C1)P(C1=CC=CC=C1)C1=CC=CC=C1.C1(=CC=CC=C1)P(C1=CC=CC=C1)C1=CC=CC=C1 (tetrakis-(triphenylphosphine)-palladium). The solvent is COCCOC (DME). Conditions: temperature 150 celsius. Product: C(C)(C)(C)OC(=O)N1CCC(CC1)N1N=CC(=C1)C=1C=CC=2N(N1)C(=CN2)CC=2C(=C1C=CC=NC1=CC2F)F (4-{4-[3-(5,7-Difluoro-quinolin-6-yl methyl)-imidazo[1,2-b]pyridazin-6-yl]-pyrazol-1-yl}-piperidine-1-carboxylic acid tert-butyl ester). Reaction SMILES: Cl[C:2]1[CH:3]=[CH:4][C:5]2[N:6]([C:8]([CH2:11][C:12]3[C:13]([F:23])=[C:14]4[C:19](=[CH:20][C:21]=3[F:22])[N:18]=[CH:17][CH:16]=[CH:15]4)=[CH:9][N:10]=2)[N:7]=1.[C:24]([O:28][C:29]([N:31]1[CH2:36][CH2:35][CH:34]([N:37]2[CH:41]=[C:40](B3OC(C)(C)C(C)(C)O3)[CH:39]=[N:38]2)[CH2:33][CH2:32]1)=[O:30])([CH3:27])([CH3:26])[CH3:25].C([O-])([O-])=O.[Na+].[Na+].CCOC(C)=O>COCCOC.[Pd].C1(P(C2C=CC=CC=2)C2C=CC=CC=2)C=CC=CC=1.C1(P(C2C=CC=CC=2)C2C=CC=CC=2)C=CC=CC=1.C1(P(C2C=CC=CC=2)C2C=CC=CC=2)C=CC=CC=1.C1(P(C2C=CC=CC=2)C2C=CC=CC=2)C=CC=CC=1>[C:24]([O:28][C:29]([N:31]1[CH2:32][CH2:33][CH:34]([N:37]2[CH:41]=[C:40]([C:2]3[CH:3]=[CH:4][C:5]4[N:6]([C:8]([CH2:11][C:12]5[C:13]([F:23])=[C:14]6[C:19](=[CH:20][C:21]=5[F:22])[N:18]=[CH:17][CH:16]=[CH:15]6)=[CH:9][N:10]=4)[N:7]=3)[CH:39]=[N:38]2)[CH2:35][CH2:36]1)=[O:30])([CH3:27])([CH3:25])[CH3:26] |f:2.3.4,7.8.9.10.11|. Reported procedure: 6-(6-Chloro-imidazo[1,2-b]pyridazin-3-ylmethyl)-5,7-difluoro-quinoline (Stage 171.2, 264 mg, 0.798 mmol) was dissolved in DME (2.5 mL) in a microwave reactor with 4-[4-(4,4,5,5-tetramethyl-[1,3,2]dioxaborolan-2-yl)-pyrazol-1-yl]-piperidine-1-carboxylic acid tert-butyl ester (see Stage 180.1, 301 mg, 0.798 mmol), and a solution of 2 M Na2CO3 (1.44 mL). Then tetrakis-(triphenylphosphine)-palladium (46.1 mg, 0.040 mmol) was added and the RM was heated at 150° C. for 5 min under microwave irradiatio... Reactants: BrBr, COC(=O)c1ccc(CCCC=O)cc1. Product: COC(=O)c1ccc(CCC(Br)C=O)cc1. As a reaction SMILES: [Br:16][Br:17].[C:1](=[O:2])([O:3][CH3:4])[c:5]1[cH:6][cH:7][c:8]([CH2:11][CH2:12][CH2:13][CH:14]=[O:15])[cH:9][cH:10]1>>[C:1](=[O:2])([O:3][CH3:4])[c:5]1[cH:6][cH:7][c:8]([CH2:11][CH2:12][CH:13]([CH:14]=[O:15])[Br:16])[cH:9][cH:10]1. The reactants are CO, O=C(NC1=NC2(c3cccc(F)c3F)COC(C(F)(F)F)C2CS1)c1ccccc1, C1CCC2=NCCCN2CC1. Product: NC1=NC2(c3cccc(F)c3F)COC(C(F)(F)F)C2CS1. As a reaction SMILES: [CH3:42][OH:43].[F:1][c:2]1[c:3]([C:9]23[N:10]=[C:11]([NH:22][C:23](=[O:24])[c:25]4[cH:26][cH:27][cH:28][cH:29][cH:30]4)[S:12][CH2:13][CH:14]2[CH:15]([C:18]([F:19])([F:20])[F:21])[O:16][CH2:17]3)[cH:4][cH:5][cH:6][c:7]1[F:8].[N:31]12[CH2:32][CH2:33][CH2:34][N:35]=[C:36]1[CH2:37][CH2:38][CH2:39][CH2:40][CH2:41]2>>[F:1][c:2]1[c:3]([C:9]23[N:10]=[C:11]([NH2:22])[S:12][CH2:13][CH:14]2[CH:15]([C:18]([F:19])([F:20])[F:21])[O:16][CH2:17]3)[cH:4][cH:5][cH:6][c:7]1[F:8]. The reactants are CC(C)(C)c1cccc(C2(NCC(O)C(Cc3cc(F)cc(F)c3)Nc3ccnc(Cl)n3)CCCCC2)c1, O=C([O-])[O-], CCNCC, CCOCC, [K+], [K+], CN(C)C=O. Yields the product CCN(CC)c1nccc(NC(Cc2cc(F)cc(F)c2)C(O)CNC2(c3cccc(C(C)(C)C)c3)CCCCC2)n1. Reaction SMILES: [C:1]([CH3:2])([CH3:3])([CH3:4])[c:5]1[cH:6][c:7]([C:11]2([NH:17][CH2:18][CH:19]([CH:20]([CH2:21][c:22]3[cH:23][c:24]([F:29])[cH:25][c:26]([F:28])[cH:27]3)[NH:30][c:31]3[n:32][c:33]([Cl:37])[n:34][cH:35][cH:36]3)[OH:38])[CH2:12][CH2:13][CH2:14][CH2:15][CH2:16]2)[cH:8][cH:9][cH:10]1.[C:44](=[O:45])([O-:46])[O-:47].[CH2:39]([CH3:40])[NH:41][CH2:42][CH3:43].[CH3:55][CH2:56][O:57][CH2:58][CH3:59].[K+:48].[K+:49].[O:50]=[CH:51][N:52]([CH3:53])[CH3:54]>>[C:1]([CH3:2])([CH3:3])([CH3:4])[c:5]1[cH:6][c:7]([C:11]2([NH:17][CH2:18][CH:19]([CH:20]([CH2:21][c:22]3[cH:23][c:24]([F:29])[cH:25][c:26]([F:28])[cH:27]3)[NH:30][c:31]3[n:32][c:33]([N:41]([CH2:39][CH3:40])[CH2:42][CH3:43])[n:34][cH:35][cH:36]3)[OH:38])[CH2:12][CH2:13][CH2:14][CH2:15][CH2:16]2)[cH:8][cH:9][cH:10]1. Reactants: C(C)(C)(C)OC(C)=O (acetic acid tert-butyl ester), C(C1=CC=CC=C1)N1N(C(C(CCC1=O)NC(=O)C1=NC=CC2=CC=CC=C12)=O)CC(NC1C(OC(C1)=O)OCC1=CC=CC=C1)=O (Isoquinoline-1-carboxylic acid {1-benzyl-2-[(2-benzyloxy-5-oxo-tetrahydro-furan-3-ylcarbamoyl)-methyl]-3,7-dioxo-[1,2]diazepan-4-yl}-amide). Yields the product C(C1=CC=CC=C1)OC1OC(CC1NC(=O)CN1N(C(CCC(C1=O)NC(=O)C1=NC=CC2=CC=CC=C12)=O)CCC)=O (Isoquinoline-1-carboxylic acid {2-[(2-benzyloxy-5-oxo-tetrahydro-furan-3-ylcarbamoyl)-methyl]-3,7-dioxo-1-propyl-[1,2]diazepan-4-yl}-amide), C(C1=CC=CC=C1)N1N(C(C(CCC1=O)NC(=O)C1=NC=CC2=CC=CC=C12)=O)CC(NC1C(OC(C1)=O)OCC1=CC=CC=C1)=O (Isoquinoline-1-carboxylic acid {1-benzyl-2-[(2-benzyloxy-5-oxo-tetrahydro-furan-3-ylcarbamoyl)-methyl]-3,7-dioxo-[1,2]diazepan-4-yl}-amide). Reaction SMILES: C(OC(=O)C)(C)(C)C.[CH2:9]([N:16]1[C:22](=[O:23])[CH2:21][CH2:20][CH:19]([NH:24][C:25]([C:27]2[C:36]3[C:31](=[CH:32][CH:33]=[CH:34][CH:35]=3)[CH:30]=[CH:29][N:28]=2)=[O:26])[C:18](=[O:37])[N:17]1[CH2:38][C:39](=[O:55])[NH:40][CH:41]1[CH2:45][C:44](=[O:46])[O:43][CH:42]1[O:47][CH2:48][C:49]1[CH:54]=[CH:53][CH:52]=[CH:51][CH:50]=1)[C:10]1[CH:15]=[CH:14][CH:13]=[CH:12][CH:11]=1>>[CH2:48]([O:47][CH:42]1[CH:41]([NH:40][C:39]([CH2:38][N:17]2[C:18](=[O:37])[CH:19]([NH:24][C:25]([C:27]3[C:36]4[C:31](=[CH:32][CH:33]=[CH:34][CH:35]=4)[CH:30]=[CH:29][N:28]=3)=[O:26])[CH2:20][CH2:21][C:22](=[O:23])[N:16]2[CH2:9][CH2:10][CH3:11])=[O:55])[CH2:45][C:44](=[O:46])[O:43]1)[C:49]1[CH:50]=[CH:51][CH:52]=[CH:53][CH:54]=1.[CH2:9]([N:16]1[C:22](=[O:23])[CH2:21][CH2:20][CH:19]([NH:24][C:25]([C:27]2[C:36]3[C:31](=[CH:32][CH:33]=[CH:34][CH:35]=3)[CH:30]=[CH:29][N:28]=2)=[O:26])[C:18](=[O:37])[N:17]1[CH2:38][C:39](=[O:55])[NH:40][CH:41]1[CH2:45][C:44](=[O:46])[O:43][CH:42]1[O:47][CH2:48][C:49]1[CH:54]=[CH:53][CH:52]=[CH:51][CH:50]=1)[C:10]1[CH:11]=[CH:12][CH:13]=[CH:14][CH:15]=1. Reported procedure: Isoquinoline-1-carboxylic acid {2-[(2-benzyloxy-5-oxo-tetrahydro-furan-3-ylcarbamoyl)-methyl]-3,7-dioxo-1-propyl-[1,2]diazepan-4-yl}-amide (10b) was synthesized from 7b and the diastereomers of 9 by the method and chromatography used to prepare 10a to afford both syn diastereomer (203 mg, 67% yield, higher Rf) and anti diastereomer (93 mg, 31% yield, lower Rf) of the title compound. 1H-NMR (500 MHz, CDCl3) for the anti diastereomer: δ 0.96-1.05 (t, 3H), 1.72-1.82 (m, 2H), 2.10-2.20 (m, 1H), 2.48...